Dataset: the Open Reaction Database (ORD), a public repository of structured organic reaction records. Task: describe an organic reaction: reactants, conditions, products, and yield Reactants: BrB(Br)Br, COc1ccc(C(=O)N2c3ccccc3C(N(C(C)=O)c3ccc(Cl)cc3)CC2C)cc1F, ClCCl. Product: CC(=O)N(c1ccc(Cl)cc1)C1CC(C)N(C(=O)c2ccc(O)c(F)c2)c2ccccc21. Reaction SMILES: [B:34]([Br:35])([Br:36])[Br:37].[Cl:1][c:2]1[cH:3][cH:4][c:5]([N:8]([C:9]([CH3:10])=[O:11])[CH:12]2[CH2:13][CH:14]([CH3:33])[N:15]([C:22]([c:23]3[cH:24][c:25]([F:31])[c:26]([O:29][CH3:30])[cH:27][cH:28]3)=[O:32])[c:16]3[cH:17][cH:18][cH:19][cH:20][c:21]32)[cH:6][cH:7]1.[Cl:38][CH2:39][Cl:40]>>[Cl:1][c:2]1[cH:3][cH:4][c:5]([N:8]([C:9]([CH3:10])=[O:11])[CH:12]2[CH2:13][CH:14]([CH3:33])[N:15]([C:22]([c:23]3[cH:24][c:25]([F:31])[c:26]([OH:29])[cH:27][cH:28]3)=[O:32])[c:16]3[cH:17][cH:18][cH:19][cH:20][c:21]32)[cH:6][cH:7]1.